The task is: describe an organic reaction: reactants, conditions, products, and yield. This data is from the Open Reaction Database (ORD), a public repository of structured organic reaction records. The reactants are ClC=1C=CC=2N(N1)C(=NN2)C2=CC=CC(=N2)O (6-(6-chloro-1,2,4-triazolo[4,3-b]pyridazin-3-yl)pyridin-2-ol). The solvent is N1CCCCC1 (piperidine). Conditions: temperature 100 celsius, time 3 hour. Product: N1(CCCCC1)C=1C=CC=2N(N1)C(=NN2)C2=CC=CC(=N2)O (6-(6-piperidin-1-yl-1,2,4-triazolo[4,3-b]pyridazin-3-yl) pyridin-2-ol). Isolated yield 142.8%. As a reaction SMILES: Cl[C:2]1[CH:3]=[CH:4][C:5]2[N:6]([C:8]([C:11]3[N:16]=[C:15]([OH:17])[CH:14]=[CH:13][CH:12]=3)=[N:9][N:10]=2)[N:7]=1>N1CCCCC1>[N:16]1([C:2]2[CH:3]=[CH:4][C:5]3[N:6]([C:8]([C:11]4[N:16]=[C:15]([OH:17])[CH:14]=[CH:13][CH:12]=4)=[N:9][N:10]=3)[N:7]=2)[CH2:11][CH2:12][CH2:13][CH2:14][CH2:15]1. Procedure: A mixture of 6-(6-chloro-1,2,4-triazolo[4,3-b]pyridazin-3-yl)pyridin-2-ol (960 mg) and piperidine (10 ml) was stirred at 100° C. for 3 hours. After allowing to cool to room temperature, the reaction solution was concentrated under reduced pressure, and the resultant crystalline residue was recrystallized from ethanol to obtain 6-(6-piperidin-1-yl-1,2,4-triazolo[4,3-b]pyridazin-3-yl) pyridin-2-ol (820 mg) as grayish white crystals. Reactants: [Br-], C1CCOC1, C[Mg+], COc1cn(-c2cccc(C(F)(F)F)c2)nc(C(=O)N(C)OC)c1=O. The product is COc1cn(-c2cccc(C(F)(F)F)c2)nc(C(C)=O)c1=O. As a reaction SMILES: [Br-:1].[CH2:29]1[O:30][CH2:31][CH2:32][CH2:33]1.[CH3:2][Mg+:3].[CH3:4][O:5][N:6]([C:7](=[O:8])[c:9]1[n:10][n:11](-[c:18]2[cH:19][c:20]([C:24]([F:25])([F:26])[F:27])[cH:21][cH:22][cH:23]2)[cH:12][c:13]([O:16][CH3:17])[c:14]1=[O:15])[CH3:28]>>[CH3:2][C:7](=[O:8])[c:9]1[n:10][n:11](-[c:18]2[cH:19][c:20]([C:24]([F:25])([F:26])[F:27])[cH:21][cH:22][cH:23]2)[cH:12][c:13]([O:16][CH3:17])[c:14]1=[O:15]. The reactants are O=C([O-])[O-], CCO, Cl, [K+], [K+], NO, N#Cc1cccnc1N, O. The product is N=C(NO)c1cccnc1N. RXN SMILES: [C:16](=[O:17])([O-:18])[O-:19].[CH3:1][CH2:2][OH:3].[ClH:13].[K+:20].[K+:21].[NH2:14][OH:15].[NH2:4][c:5]1[c:6]([C:7]#[N:8])[cH:9][cH:10][cH:11][n:12]1.[OH2:22]>>[NH2:4][c:5]1[c:6]([C:7](=[NH:8])[NH:14][OH:15])[cH:9][cH:10][cH:11][n:12]1. The reactants are C1CNCCN1, CC#N, Clc1cncc(OCCOc2ccccc2)n1, ClCCl, [K+], [K+], O=C([O-])[O-]. The product is c1ccc(OCCOc2cncc(N3CCNCC3)n2)cc1. As a reaction SMILES: [CH2:18]1[CH2:19][NH:20][CH2:21][CH2:22][NH:23]1.[CH3:30][C:31]#[N:32].[Cl:1][c:2]1[n:3][c:4]([O:8][CH2:9][CH2:10][O:11][c:12]2[cH:13][cH:14][cH:15][cH:16][cH:17]2)[cH:5][n:6][cH:7]1.[Cl:33][CH2:34][Cl:35].[K+:24].[K+:25].[O-:26][C:27]([O-:28])=[O:29]>>[c:2]1([N:20]2[CH2:19][CH2:18][NH:23][CH2:22][CH2:21]2)[n:3][c:4]([O:8][CH2:9][CH2:10][O:11][c:12]2[cH:13][cH:14][cH:15][cH:16][cH:17]2)[cH:5][n:6][cH:7]1. Reactants: C(C1=CC=CC=C1)OC1=CC(=NC2=C(C(=CC=C12)OC)C)Cl (4-benzyloxy-2-chloro-7-methoxy-8-methylquinoline), C(C)(C)(C)C1=NNC=C1 (3-tert-butylpyrazole), OC1=CC(=NC2=C(C(=CC=C12)OC)C)N1N=C(C=C1)C(C)C (4-hydroxy-2-(3-isopropylpyrazol-1-yl)-7-methoxy-8-methyl-quinoline). Product: OC1=CC(=NC2=C(C(=CC=C12)OC)C)N1N=C(C=C1)C(C)(C)C (4-hydroxy-2-(3-tert-butylpyrazol-1-yl)-7-methoxy-8-methylquinoline). RXN SMILES: C([O:8][C:9]1[C:18]2[C:13](=[C:14]([CH3:21])[C:15]([O:19][CH3:20])=[CH:16][CH:17]=2)[N:12]=[C:11](Cl)[CH:10]=1)C1C=CC=CC=1.[C:23]([C:27]1[CH:31]=[CH:30][NH:29][N:28]=1)([CH3:26])([CH3:25])[CH3:24].OC1C2C(=C(C)C(OC)=CC=2)N=C(N2C=CC(C(C)C)=N2)C=1>>[OH:8][C:9]1[C:18]2[C:13](=[C:14]([CH3:21])[C:15]([O:19][CH3:20])=[CH:16][CH:17]=2)[N:12]=[C:11]([N:29]2[CH:30]=[CH:31][C:27]([C:23]([CH3:26])([CH3:25])[CH3:24])=[N:28]2)[CH:10]=1. Procedure details: The title compound was prepared from 4-benzyloxy-2-chloro-7-methoxy-8-methyl-quinoline (63) and 3-tert-butylpyrazole following the procedure reported for the preparation of 4-hydroxy-2-(3-isopropylpyrazol-1-yl)-7-methoxy-8-methylquinoline (64): m/z=312 (M+H)+. The reactants are polyphosphoric acid, COCCCNS(=O)(=O)C1=CC=C(NC2=C(CC(=C(C2)C(=O)OC)NC2=CC=C(C=C2)S(NCCCOC)(=O)=O)C(=O)OC)C=C1 (2,5-bis[4-(3-methoxypropylsulfamoyl)anilino]-1,4-cyclohexadiene-1,4-dicarboxylic acid, dimethyl ester), N(C1=CC=CC=C1)C1=C(C(=O)O)CC(=C(C1)C(=O)O)NC1=CC=CC=C1 (2,5-dianilino-3,6-dihydroterephthalic acid). Run at temperature 85 celsius, time 1 hour. Product: C1=CC=C2C(=C1)C(=O)C3=CC4=C(C=C3N2)C(=O)C5=CC=CC=C5N4 (quinacridone). Reaction SMILES: COCCCNS(C1C=CC(NC2CC(C(OC)=O)=C(NC3C=CC(S(=O)(=O)NCCCOC)=CC=3)CC=2C(OC)=O)=CC=1)(=O)=O.[NH:47]([C:54]1[CH2:62][C:61]([C:63](O)=[O:64])=[C:60]([NH:66][C:67]2[CH:72]=[CH:71][CH:70]=[CH:69][CH:68]=2)[CH2:59][C:55]=1[C:56](O)=[O:57])[C:48]1[CH:53]=[CH:52][CH:51]=[CH:50][CH:49]=1>>[CH:70]1[CH:71]=[C:72]2[C:63]([C:61]3[C:60]([NH:66][C:67]2=[CH:68][CH:69]=1)=[CH:59][C:55]1[C:56]([C:53]2[C:48]([NH:47][C:54]=1[CH:62]=3)=[CH:49][CH:50]=[CH:51][CH:52]=2)=[O:57])=[O:64]. Procedure: To 320 g of polyphosphoric acid (116.5% phosphoric acid) was sequentially added 6.8 g of 2,5-bis[4-(3-methoxypropylsulfamoyl)anilino]-1,4-cyclohexadiene-1,4-dicarboxylic acid, dimethyl ester and 64 g of 2,5-dianilino-3,6-dihydroterephthalic acid over a period of 45 minutes, the temperature being maintained below 110° C. The reaction mixture was stirred at 100° to 110° C. for one hour and then allowed to cool to 85° C., after which the phosphoric acid concentration was reduced to 85% by the slow ...